From a dataset of the Open Reaction Database (ORD), a public repository of structured organic reaction records. describe an organic reaction: reactants, conditions, products, and yield Starting materials: FC1=CC=C(C=C1)Br (4-fluoro-bromobenzene), ( 100 ), C1(=CC=CC=C1)B(O)O (phenyl boronic acid), ( 30 ). The product is FC1=CC=C(C=C1)C1=CC=CC=C1 (4-Fluorobiphenyl). Isolated yield 93.0%. Reaction SMILES: [F:1][C:2]1[CH:7]=[CH:6][C:5](Br)=[CH:4][CH:3]=1.[C:9]1(B(O)O)[CH:14]=[CH:13][CH:12]=[CH:11][CH:10]=1>>[F:1][C:2]1[CH:7]=[CH:6][C:5]([C:9]2[CH:14]=[CH:13][CH:12]=[CH:11][CH:10]=2)=[CH:4][CH:3]=1. Procedure details: From 4-fluoro-bromobenzene and phenyl boronic acid, yield 93%; mp 73-75° C. (lit.,9 73-75° C.); IR: 1599, 1519, 1487 and 1196; 1H NMR (400 MHz; CDCl3): 7.56-7.53 (4H, m), 7.43 (2H, d, J 7.8), 7.34 (1H, t, J 8) and 7.15-7.1 (2H, m); rr/z (EI) 172 (70%, M+), 119 (30) and 69 (100) (Found: M+, 172.068. C12H9F requires M, 172.068).